From a dataset of the Open Reaction Database (ORD), a public repository of structured organic reaction records. describe an organic reaction: reactants, conditions, products, and yield The reactants are COC=1C=C(CC2N(CCC3=CC(=C(C=C23)O)OC)CC(=O)NC2CCC3=CC=CC=C23)C=CC1OC (2-[1-(3,4-dimethoxy-benzyl)-7-hydroxy-6-methoxy-3,4-dihydro-1H-isoquinolin-2-yl]-N-(indan-1-yl)-acetamide), C(C=C)Br (allyl bromide). Yields the product COC=1C=C(CC2N(CCC3=CC(=C(C=C23)OCC=C)OC)CC(=O)NC2CCC3=CC=CC=C23)C=CC1OC (2-[1-(3,4-dimethoxy-benzyl)-7-allyloxy-6-methoxy-3,4-dihydro-1H-isoquinolin-2-yl]-N-(indan-1-yl)-acetamide). RXN SMILES: [CH3:1][O:2][C:3]1[CH:4]=[C:5]([CH:33]=[CH:34][C:35]=1[O:36][CH3:37])[CH2:6][CH:7]1[C:16]2[C:11](=[CH:12][C:13]([O:18][CH3:19])=[C:14]([OH:17])[CH:15]=2)[CH2:10][CH2:9][N:8]1[CH2:20][C:21]([NH:23][CH:24]1[C:32]2[C:27](=[CH:28][CH:29]=[CH:30][CH:31]=2)[CH2:26][CH2:25]1)=[O:22].[CH2:38](Br)[CH:39]=[CH2:40]>>[CH3:1][O:2][C:3]1[CH:4]=[C:5]([CH:33]=[CH:34][C:35]=1[O:36][CH3:37])[CH2:6][CH:7]1[C:16]2[C:11](=[CH:12][C:13]([O:18][CH3:19])=[C:14]([O:17][CH2:40][CH:39]=[CH2:38])[CH:15]=2)[CH2:10][CH2:9][N:8]1[CH2:20][C:21]([NH:23][CH:24]1[C:32]2[C:27](=[CH:28][CH:29]=[CH:30][CH:31]=2)[CH2:26][CH2:25]1)=[O:22]. Reported procedure: prepared by reaction of 2-[1-(3,4-dimethoxy-benzyl)-7-hydroxy-6-methoxy-3,4-dihydro-1H-isoquinolin-2-yl]-N-(indan-1-yl)-acetamide with allyl bromide